From a dataset of the Open Reaction Database (ORD), a public repository of structured organic reaction records. describe an organic reaction: reactants, conditions, products, and yield Starting materials: Intermediate 1, C(=O)(C(F)(F)F)O (TFA), NCCC1=CNC2=CC=CC=C12 (tryptamine), ClC1=C(C=O)C=CC=C1 (2-chlorobenzaldehyde). Product: ClC1=C(C=CC=C1)C1NCCC=2C3=CC=CC=C3NC12 (1-(2-Chlorophenyl)-2,3,4,9-tetrahydro-1H-β-carboline). Yield: 69.0%. RXN SMILES: [NH2:1][CH2:2][CH2:3][C:4]1[C:12]2[C:7](=[CH:8][CH:9]=[CH:10][CH:11]=2)[NH:6][CH:5]=1.[Cl:13][C:14]1[CH:21]=[CH:20][CH:19]=[CH:18][C:15]=1[CH:16]=O.C(O)(C(F)(F)F)=O>>[Cl:13][C:14]1[CH:21]=[CH:20][CH:19]=[CH:18][C:15]=1[CH:16]1[C:5]2[NH:6][C:7]3[C:12](=[CH:11][CH:10]=[CH:9][CH:8]=3)[C:4]=2[CH2:3][CH2:2][NH:1]1. Procedure: This product was prepared using the same procedure as for Intermediate 1 with tryptamine (1.0 g, 6.2 mmol), 2-chlorobenzaldehyde (0.7 mL, 1.0 equiv.) and TFA (1.0 mL, 2 equiv.) to give the title compound (1.2 g, 69%). Starting materials: Cl.FC1=CC=C(CN2CC3(CCC2)OC2=CC=C(C=C2C(C3)=O)/C=C/C(=O)NO)C=C1 ((E)-3-(1′-(4-fluorobenzyl)-4-oxospiro[chroman-2,3′-piperidine]-6-yl)-N-hydroxyacrylamide hydrochloride), Cl.CON (O-methylhydroxylamine hydrochloride), N1=CC=CC=C1 (pyridine). Run in C(C)O (ethanol). Reaction conditions: temperature 80 celsius. Product: FC1=CC=C(CN2CC3(CCC2)OC2=CC=C(C=C2C(C3)=NOC)/C=C/C(=O)NO)C=C1 ((E)-3-(1′-(4-Fluorobenzyl)-4-(methoxyimino)spiro[chroman-2,3′-piperidine]-6-yl)-N-hydroxyacrylamide). Isolated yield 42.0%. As a reaction SMILES: Cl.[F:2][C:3]1[CH:31]=[CH:30][C:6]([CH2:7][N:8]2[CH2:13][CH2:12][CH2:11][C:10]3([CH2:22][C:21](=O)[C:20]4[C:15](=[CH:16][CH:17]=[C:18](/[CH:24]=[CH:25]/[C:26]([NH:28][OH:29])=[O:27])[CH:19]=4)[O:14]3)[CH2:9]2)=[CH:5][CH:4]=1.Cl.[CH3:33][O:34][NH2:35].N1C=CC=CC=1>C(O)C>[F:2][C:3]1[CH:4]=[CH:5][C:6]([CH2:7][N:8]2[CH2:13][CH2:12][CH2:11][C:10]3([CH2:22][C:21](=[N:35][O:34][CH3:33])[C:20]4[C:15](=[CH:16][CH:17]=[C:18](/[CH:24]=[CH:25]/[C:26]([NH:28][OH:29])=[O:27])[CH:19]=4)[O:14]3)[CH2:9]2)=[CH:30][CH:31]=1 |f:0.1,2.3|. Procedure: A mixture of (E)-3-(1′-(4-fluorobenzyl)-4-oxospiro[chroman-2,3′-piperidine]-6-yl)-N-hydroxyacrylamide hydrochloride (80 mg, 0.179 mmol) and O-methylhydroxylamine hydrochloride (32.6 mg, 0.390 mmol) in ethanol (2 ml) and pyridine (0.031 ml, 0.390 mmol) was heated at 80° C. for 2 h. The solvent was removed in vacuo and the crude product was purified by preparative LC-MS to give the title compound (33.04 mg) as its trifluoroacetate salt. The reactants are N1=CC=CC=C1 (pyridine), CNCC (N-methylethylamine), ClC(Cl)(OC(OC(Cl)(Cl)Cl)=O)Cl (Triphosgene), CC1=C(C(=CC(=C1)C)C)S(=O)(=O)C1=NNC=N1 (3-(2,4,6-trimethylphenyl)sulfonyl-1H-1,2,4-triazole). Solvent: ClCCl (dichloromethane), C(C)(=O)OCC.CCCCCC (ethyl acetate hexane). Conditions: time 5 minute. Product: CC1=C(C(=CC(=C1)C)C)S(=O)(=O)C1=NN(C=N1)C(N(CC)C)=O (3-(2,4,6-Trimethylphenyl)sulfonyl-1-(N-methyl-N-ethylcarbamoyl)-1H-1,2,4-triazole). Reaction SMILES: ClC(Cl)(O[C:5](=[O:11])OC(Cl)(Cl)Cl)Cl.[N:13]1[CH:18]=CC=[CH:15][CH:14]=1.[CH3:19][C:20]1[CH:25]=[C:24]([CH3:26])[CH:23]=[C:22]([CH3:27])[C:21]=1[S:28]([C:31]1[N:35]=[CH:34][NH:33][N:32]=1)(=[O:30])=[O:29].CNCC>ClCCl.C(OCC)(=O)C.CCCCCC>[CH3:19][C:20]1[CH:25]=[C:24]([CH3:26])[CH:23]=[C:22]([CH3:27])[C:21]=1[S:28]([C:31]1[N:35]=[CH:34][N:33]([C:5](=[O:11])[N:13]([CH3:18])[CH2:14][CH3:15])[N:32]=1)(=[O:29])=[O:30] |f:5.6|. Procedure details: Triphosgene (20 mg) was dissolved in dichloromethane (1 ml). To this solution was added pyridine (0.017 ml) with cooling it on an ice-water bath, and the reaction mixture was stirred for 5 minutes. Then, 3-(2,4,6-trimethylphenyl)sulfonyl-1H-1,2,4-triazole (Example 35-a) (51 mg) was added, and stirred for additional 10 minutes. Then, N-methylethylamine (0.034 ml) was added, and the reaction mixture was stirred at room temperature for 6 hours. The reaction solution was subjected to a silica-gel co... Starting materials: O=C([O-])[O-], CNCCCCC(=O)O, COC(=O)Cl, Cl, [K+], [K+], C1COCCO1, O. Yields the product COC(=O)N(C)CCCCC(=O)O. Reaction SMILES: [C:10](=[O:11])([O-:12])[O-:13].[CH3:1][NH:2][CH2:3][CH2:4][CH2:5][CH2:6][C:7](=[O:8])[OH:9].[Cl:16][C:17](=[O:18])[O:19][CH3:20].[ClH:21].[K+:14].[K+:15].[O:23]1[CH2:24][CH2:25][O:26][CH2:27][CH2:28]1.[OH2:22]>>[CH3:1][N:2]([CH2:3][CH2:4][CH2:5][CH2:6][C:7](=[O:8])[OH:9])[C:17](=[O:18])[O:19][CH3:20]. Starting materials: CCCCBr, O=c1[nH]nc2c(-c3ccc(Cl)cc3)c(-c3ccc(Cl)cc3)ccn12, [K+], [K+], O=C([O-])[O-], CN(C)C=O. Product: CCCCn1nc2c(-c3ccc(Cl)cc3)c(-c3ccc(Cl)cc3)ccn2c1=O. As a reaction SMILES: [Br:31][CH2:32][CH2:33][CH2:34][CH3:35].[Cl:1][c:2]1[cH:3][cH:4][c:5](-[c:8]2[c:9](-[c:18]3[cH:19][cH:20][c:21]([Cl:24])[cH:22][cH:23]3)[c:10]3[n:11]([cH:12][cH:13]2)[c:14](=[O:17])[nH:15][n:16]3)[cH:6][cH:7]1.[K+:25].[K+:26].[O-:27][C:28]([O-:29])=[O:30].[O:36]=[CH:37][N:38]([CH3:39])[CH3:40]>>[Cl:1][c:2]1[cH:3][cH:4][c:5](-[c:8]2[c:9](-[c:18]3[cH:19][cH:20][c:21]([Cl:24])[cH:22][cH:23]3)[c:10]3[n:11]([cH:12][cH:13]2)[c:14](=[O:17])[n:15]([CH2:32][CH2:33][CH2:34][CH3:35])[n:16]3)[cH:6][cH:7]1. Reactants: C(C)OP(=O)(CCCCC1=CC=CC=C1)CNC(=O)N1[C@H](C(=O)OCC2=CC=CC=C2)CCC1 (1-[[[[ethoxy(4-phenylbutyl)-phosphinyl]methyl]amino]carbonyl]-L-proline, phenylmethyl ester), [H-].[Na+] (sodium hydride oil dispersion), CI (methyl iodide). Reported procedure: A solution of 1-[[[[ethoxy(4-phenylbutyl)-phosphinyl]methyl]amino]carbonyl]-L-proline, phenylmethyl ester (2.43 g., 5 mmole) in dry tetrahydrofuran (15 ml.) is treated with 50% sodium hydride oil dispersion (0.24 g., 5 mmole) and stirred at room temperature for one hour. The mixture is then treated with methyl iodide (0.34 ml., 5.5 mmole) and stirred at room temperature for an additional 3 hours. The mixture is then partitioned between ethyl acetate-5% potassium bisulfate. The organic phase is w... Reaction conditions: time 1 hour. The solvent is O1CCCC1 (tetrahydrofuran). Product: CN(C(=O)N1[C@H](C(=O)OCC2=CC=CC=C2)CCC1)CP(=O)(CCCCC1=CC=CC=C1)OCC (1-[[methyl[[ethoxy(4-phenylbutyl)phosphinyl]methyl]amino]carbonyl]-L-proline, phenylmethyl ester). RXN SMILES: [CH2:1]([O:3][P:4]([CH2:16][NH:17][C:18]([N:20]1[CH2:34][CH2:33][CH2:32][C@H:21]1[C:22]([O:24][CH2:25][C:26]1[CH:31]=[CH:30][CH:29]=[CH:28][CH:27]=1)=[O:23])=[O:19])([CH2:6][CH2:7][CH2:8][CH2:9][C:10]1[CH:15]=[CH:14][CH:13]=[CH:12][CH:11]=1)=[O:5])[CH3:2].[H-].[Na+].[CH3:37]I>O1CCCC1>[CH3:37][N:17]([CH2:16][P:4]([O:3][CH2:1][CH3:2])([CH2:6][CH2:7][CH2:8][CH2:9][C:10]1[CH:15]=[CH:14][CH:13]=[CH:12][CH:11]=1)=[O:5])[C:18]([N:20]1[CH2:34][CH2:33][CH2:32][C@H:21]1[C:22]([O:24][CH2:25][C:26]1[CH:31]=[CH:30][CH:29]=[CH:28][CH:27]=1)=[O:23])=[O:19] |f:1.2|.